Dataset: the Open Reaction Database (ORD), a public repository of structured organic reaction records. Task: describe an organic reaction: reactants, conditions, products, and yield The reactants are N#CCc1ccc2cc(Br)ccc2c1, CC(=O)O, O=S(=O)(O)O. Yields the product O=C(O)Cc1ccc2cc(Br)ccc2c1. Reaction SMILES: [Br:1][c:2]1[cH:3][c:4]2[cH:5][cH:6][c:7]([CH2:12][C:13]#[N:14])[cH:8][c:9]2[cH:10][cH:11]1.[CH3:20][C:21]([OH:22])=[O:23].[S:15](=[O:16])(=[O:17])([OH:18])[OH:19]>>[Br:1][c:2]1[cH:3][c:4]2[cH:5][cH:6][c:7]([CH2:20][C:21]([OH:22])=[O:23])[cH:8][c:9]2[cH:10][cH:11]1. Run at temperature 3 celsius, time 14 hour. The reactants are C(CCC)(=O)Cl (butyryl chloride), ClC1=CC=C2C(=NNC2=C1)N (6-chloro-1H-indazole-3-amine). Run in N1=CC=CC=C1 (pyridine). As a reaction SMILES: [C:1](Cl)(=[O:5])[CH2:2][CH2:3][CH3:4].[Cl:7][C:8]1[CH:16]=[C:15]2[C:11]([C:12]([NH2:17])=[N:13][NH:14]2)=[CH:10][CH:9]=1>N1C=CC=CC=1>[Cl:7][C:8]1[CH:16]=[C:15]2[C:11]([C:12]([NH:17][C:1](=[O:5])[CH2:2][CH2:3][CH3:4])=[N:13][NH:14]2)=[CH:10][CH:9]=1. The product is ClC1=CC=C2C(=NNC2=C1)NC(CCC)=O (N-(6-chloro-1H-indazol-3-yl)butanamide). Procedure: 0.47 cm3 of butyryl chloride is added to 750 mg of 6-chloro-1H-indazole-3-amine in 10 cm3 of pyridine, after the reaction medium has been cooled to about 3° C. The medium is then allowed to return to 19° C. over 14 hours. The reaction medium is evaporated to dryness under reduced pressure (2 kPa; 40° C.). The residue is taken up in 50 cm3 of ethyl acetate, 50 cm3 of tetrahydrofuran and 50 cm3 of distilled water. The organic phase is washed again with 50 cm3 of distilled water and with 50 cm3 of ... The reactants are NC1=C2N=CN(C2=NC=N1)[C@H]1[C@H](O)[C@@H]([C@H](O1)C(=O)O)NC(C(NC(=O)OC(C)(C)C)CC1=CC=C(C=C1)F)=O (1-(6-Amino-9H-purin-9-yl)-3-[N-tert-butoxycarbonyl-β-(4-fluorophenyl)-D,L-alanylamino]-1,3-dideoxy-β-D-ribofuranuronic acid). Run in C(=O)O (formic acid). The product is NC1=C2N=CN(C2=NC=N1)[C@H]1[C@H](O)[C@@H]([C@H](O1)C(=O)O)NC(C(N)CC1=CC=C(C=C1)F)=O (1-(6-Amino-9H-purin-9-yl)-3-[β-(4-fluorophenyl)-D,L-alanylamino]-1,3-dideoxy-β-D-ribofuranuronic acid). Isolated yield 66.2%. As a reaction SMILES: [NH2:1][C:2]1[N:10]=[CH:9][N:8]=[C:7]2[C:3]=1[N:4]=[CH:5][N:6]2[C@@H:11]1[O:16][C@H:15]([C:17]([OH:19])=[O:18])[C@@H:14]([NH:20][C:21](=[O:39])[CH:22]([CH2:31][C:32]2[CH:37]=[CH:36][C:35]([F:38])=[CH:34][CH:33]=2)[NH:23]C(OC(C)(C)C)=O)[C@H:12]1[OH:13]>C(O)=O>[NH2:1][C:2]1[N:10]=[CH:9][N:8]=[C:7]2[C:3]=1[N:4]=[CH:5][N:6]2[C@@H:11]1[O:16][C@H:15]([C:17]([OH:19])=[O:18])[C@@H:14]([NH:20][C:21](=[O:39])[CH:22]([CH2:31][C:32]2[CH:37]=[CH:36][C:35]([F:38])=[CH:34][CH:33]=2)[NH2:23])[C@H:12]1[OH:13]. Reported procedure: 1-(6-Amino-9H-purin-9-yl)-3-[β-(4-fluorophenyl)-D,L-alanylamino]-1,3-dideoxy-β-D-ribofuranuronic acid (173 mg) was prepared by reacting 1-(6-amino-9H-purin-9-yl)-3-[N-tert-butoxycarbonyl-β-(4-fluorophenyl)-D,L-alanylamino]-1,3-dideoxy-β-D-ribofuranuronic acid (320 mg) prepared in Example 27 and formic acid (5 ml) according to a similar manner to that of Example 45, mp. 120°-130° C. (dec.). The reactants are CN(C)C=O, COC(=O)Cc1csc2ccc(C)cc12, COC=O, Cl, [H-], [Na+]. The product is COC(=O)C(=CO)c1csc2ccc(C)cc12. Reaction SMILES: [CH3:19][N:20]([CH:21]=[O:22])[CH3:23].[CH3:1][c:2]1[cH:3][c:4]2[c:5]([s:6][cH:7][c:8]2[CH2:9][C:10](=[O:11])[O:12][CH3:13])[cH:14][cH:15]1.[CH:24]([O:25][CH3:26])=[O:27].[ClH:18].[H-:16].[Na+:17]>>[CH3:1][c:2]1[cH:3][c:4]2[c:5]([s:6][cH:7][c:8]2[C:9]([C:10](=[O:11])[O:12][CH3:13])=[CH:21][OH:22])[cH:14][cH:15]1. Reactants: C(=O)([O-])[O-].[Cs+].[Cs+] (Cs2CO3), BrC1=NN(C=2C1=NC=CC2)CC (3-bromo-1-ethyl-1H-pyrazolo[4,3-b]pyridine), COC1=CC=C(C=N1)B(O)O (6-methoxypyridin-3-ylboronic acid), CC(C)C1=CC(=C(C(=C1)C(C)C)C2=C(C=CC=C2)P(C3CCCCC3)C4CCCCC4)C(C)C (Xphos). Reagents/catalysts: CC(=O)[O-].CC(=O)[O-].[Pd+2] (Pd(OAc)2). Solvent: O (H2O), O (water), C1CCOC1 (THF). The product is C(C)N1N=C(C2=NC=CC=C21)C=2C=NC(=CC2)OC (1-Ethyl-3-(6-methoxypyridin-3-yl)-1H-pyrazolo[4,3-b]pyridine). Yield: 88.9%. As a reaction SMILES: Br[C:2]1[C:6]2=[N:7][CH:8]=[CH:9][CH:10]=[C:5]2[N:4]([CH2:11][CH3:12])[N:3]=1.[CH3:13][O:14][C:15]1[N:20]=[CH:19][C:18](B(O)O)=[CH:17][CH:16]=1.CC(C1C=C(C(C)C)C(C2C=CC=CC=2P(C2CCCCC2)C2CCCCC2)=C(C(C)C)C=1)C.C([O-])([O-])=O.[Cs+].[Cs+]>C1COCC1.O.CC([O-])=O.CC([O-])=O.[Pd+2]>[CH2:11]([N:4]1[C:5]2[C:6](=[N:7][CH:8]=[CH:9][CH:10]=2)[C:2]([C:18]2[CH:19]=[N:20][C:15]([O:14][CH3:13])=[CH:16][CH:17]=2)=[N:3]1)[CH3:12] |f:3.4.5,8.9.10|. Procedure details: To a mixture of 3-bromo-1-ethyl-1H-pyrazolo[4,3-b]pyridine (120 mg), 6-methoxypyridin-3-ylboronic acid (122 mg), Pd(OAc)2 (11.92 mg) and Xphos (50.6 mg) in THF (3 mL) was added a solution of Cs2CO3 (346 mg) in H2O (1 mL). The mixture was exposed to microwave irradiation at 100° C. for 30 min, treated with water, and extracted with AcOEt. The organic layer was dried over MgSO4 and concentrated under reduced pressure. The residue was purified by silica gel column chromatography (AcOEt/hexane) to g... Starting materials: C1CCOC1, CCN(C(C)C)C(C)C, CCOC(C)=O, S=C=Nc1c(Cl)cccc1Cl, Cl, Cl, Nc1cscc1N. Product: Nc1cscc1NC(=S)Nc1c(Cl)cccc1Cl. Reaction SMILES: [CH2:10]1[O:11][CH2:12][CH2:13][CH2:14]1.[CH2:15]([N:16]([CH:17]([CH3:18])[CH3:19])[CH:20]([CH3:21])[CH3:22])[CH3:23].[CH3:35][CH2:36][O:37][C:38](=[O:39])[CH3:40].[Cl:24][c:25]1[c:26]([N:32]=[C:33]=[S:34])[c:27]([Cl:31])[cH:28][cH:29][cH:30]1.[ClH:1].[ClH:2].[NH2:3][c:4]1[cH:5][s:6][cH:7][c:8]1[NH2:9]>>[NH2:3][c:4]1[cH:5][s:6][cH:7][c:8]1[NH:9][C:33]([NH:32][c:26]1[c:25]([Cl:24])[cH:30][cH:29][cH:28][c:27]1[Cl:31])=[S:34]. The reactants are O (water), IC=1C(NC(NC1C)=O)=O (5-iodo-6-methyl uracil), C([O-])([O-])=O.[K+].[K+] (potassium carbonate), CN(C)C=O (DMF), C(C)I (ethyl iodide). Run in C(C)(=O)OCC (ethyl acetate). Reaction conditions: time 15 hour. Product: IC=1C(N(C(N(C1C)CC)=O)CC)=O (5-iodo-1,3-diethyl-6-methyl uracil). Isolated yield 60.0%. Reaction SMILES: [I:1][C:2]1[C:3](=O)[NH:4][C:5](=[O:9])[NH:6][C:7]=1[CH3:8].[C:11](=[O:14])([O-])[O-].[K+].[K+].[CH2:17](I)[CH3:18].O.[CH3:21]N(C=O)C>C(OCC)(=O)C>[I:1][C:2]1[C:11](=[O:14])[N:6]([CH2:7][CH3:8])[C:5](=[O:9])[N:4]([CH2:17][CH3:18])[C:3]=1[CH3:21] |f:1.2.3|. Reported procedure: To a suspension of 5-iodo-6-methyl uracil (20.97 mmol, 5.45 g) and powdered potassium carbonate (60 mmol, 8.29 g) in DMF (188 mL) was added ethyl iodide (83.88 mmol, 6.7 mL). The reaction mixture was stirred for 15 h at room temperature and was poured into water (150 mL) and ethyl acetate (150 mL). The layers were separated and the aqueous layer was extracted with ethyl acetate (2×100 mL). The combined extracts were washed with brine solution (150 mL) and were dried over anhydrous magnesium sulf... Starting materials: CC(C)C1=CC=NC=2N1N=CN2 (7-(1-methylethyl)-1,2,4-triazolo[1,5-a]pyrimidine), BrN1C(CCC1=O)=O (N-bromosuccinimide), C(C1=CC=CC=C1)(=O)OOC(C1=CC=CC=C1)=O (dibenzoylperoxide). Solvent: ClC(Cl)(Cl)Cl (tetrachloromethane). The product is BrC(C)(C)C1=CC=NC=2N1N=CN2 (7-(1-bromo-1-methylethyl)-1,2,4-triazolo[1,5-a]pyrimidine). Reaction SMILES: [CH3:1][CH:2]([C:4]1[N:9]2[N:10]=[CH:11][N:12]=[C:8]2[N:7]=[CH:6][CH:5]=1)[CH3:3].[Br:13]N1C(=O)CCC1=O.C(OOC(=O)C1C=CC=CC=1)(=O)C1C=CC=CC=1>ClC(Cl)(Cl)Cl>[Br:13][C:2]([C:4]1[N:9]2[N:10]=[CH:11][N:12]=[C:8]2[N:7]=[CH:6][CH:5]=1)([CH3:1])[CH3:3]. Procedure details: A mixture of 7-(1-methylethyl)-1,2,4-triazolo[1,5-a]pyrimidine (4.18 g), N-bromosuccinimide (4.59 g), and dibenzoylperoxide (70 mg) in tetrachloromethane (105 ml) was stirred and heated under reflux for 11 hours. The mixture was filtered and the solvent was removed from the filtrate to give 7-(1-bromo-1-methylethyl)-1,2,4-triazolo[1,5-a]pyrimidine. Yield 2.94 g. Reactants: COC=1C=CC(=CC1)P2(=S)SP(=S)(S2)C=3C=CC(=CC3)OC (Lawesson's reagent), CON=C(C(=O)OC)C1=C(C=CC=C1)COC1=C(C=CC=C1)C (2-[2-methylphenoxymethyl]-phenylglyoxylic acid methyl ester O-methyloxime). Solvent: C=1(C(=CC=CC1)C)C (xylene). Run at time 24 hour. Yields the product CON=C(C(=S)OC)C1=C(C=CC=C1)COC1=C(C=CC=C1)C (2-[2-methylphenoxymethyl]-phenylthioglyoxylic acid methyl ester O-methyloxime). The yield is 58.0%. As a reaction SMILES: COC1C=CC(P2(SP(C3C=CC(OC)=CC=3)(=S)S2)=[S:10])=CC=1.[CH3:23][O:24][N:25]=[C:26]([C:31]1[CH:36]=[CH:35][CH:34]=[CH:33][C:32]=1[CH2:37][O:38][C:39]1[CH:44]=[CH:43][CH:42]=[CH:41][C:40]=1[CH3:45])[C:27]([O:29][CH3:30])=O>C1(C)C(C)=CC=CC=1>[CH3:23][O:24][N:25]=[C:26]([C:31]1[CH:36]=[CH:35][CH:34]=[CH:33][C:32]=1[CH2:37][O:38][C:39]1[CH:44]=[CH:43][CH:42]=[CH:41][C:40]=1[CH3:45])[C:27]([O:29][CH3:30])=[S:10]. Procedure: 16.6 g (41 mmol) of Lawesson's reagent were added to 10.2 g (33 mmol) of 2-[2-methylphenoxymethyl]-phenylglyoxylic acid methyl ester O-methyloxime in 50 ml of xylene. Refluxing was carried out for 24 hours and the solvent was removed under reduced pressure. Chromatography over silica gel using ethyl acetate/hexane gave 6.3 g (59%) of the compound as a black oil. The product is COC1=CC=C(C=C1)C1=C(N=C(N=N1)SC)C (6-(4-methoxyphenyl)-5-methyl-3-methylthio-1,2,4,-triazine). Yield: 49.0%. Reaction SMILES: ON=[C:3]([CH3:18])[C:4](=[N:13][NH:14][C:15]([NH2:17])=[S:16])[C:5]1[CH:10]=[CH:9][C:8]([O:11][CH3:12])=[CH:7][CH:6]=1.[C:19](=O)([O-])[O-].[K+].[K+].C.CI>O>[CH3:12][O:11][C:8]1[CH:9]=[CH:10][C:5]([C:4]2[N:13]=[N:14][C:15]([S:16][CH3:19])=[N:17][C:3]=2[CH3:18])=[CH:6][CH:7]=1 |f:1.2.3|. Procedure details: A mixture of 2-hydroxyimino-4'-methoxypropiophenone thiosemicarbazone (5.32 g), potassium carbonate (6.35 g) and water (50 ml) was treated in a similar manner to that of Example 25-(2), and then treated with activated charcoal. To the filtrate was added methyl iodide (6 g), and the mixture was stirred for 30 minutes at room temperature. The reaction mixture was extracted with ethyl acetate. The extract was washed with water, dried over sodium sulfate, treated with silica gel, and filtered. The f... Run at time 30 minute. Run in O (water). Starting materials: CI (methyl iodide), ON=C(C(C1=CC=C(C=C1)OC)=NNC(=S)N)C (2-hydroxyimino-4'-methoxypropiophenone thiosemicarbazone), C([O-])([O-])=O.[K+].[K+] (potassium carbonate), C (charcoal).